This data is from the Open Reaction Database (ORD), a public repository of structured organic reaction records. The task is: describe an organic reaction: reactants, conditions, products, and yield Starting materials: NCCO, N#Cc1c(OCC(F)(F)F)nc(OCCCOc2ccccc2)nc1N1CCc2ccccc2CC1, C1COCCO1. Product: N#Cc1c(OCC(F)(F)F)nc(NCCO)nc1N1CCc2ccccc2CC1. RXN SMILES: [NH2:37][CH2:38][CH2:39][OH:40].[O:1]([CH2:2][CH2:3][CH2:4][O:5][c:12]1[n:13][c:14]([O:31][CH2:32][C:33]([F:34])([F:35])[F:36])[c:15]([C:29]#[N:30])[c:16]([N:18]2[CH2:19][CH2:20][c:21]3[c:22]([cH:25][cH:26][cH:27][cH:28]3)[CH2:23][CH2:24]2)[n:17]1)[c:6]1[cH:7][cH:8][cH:9][cH:10][cH:11]1.[O:41]1[CH2:42][CH2:43][O:44][CH2:45][CH2:46]1>>[c:12]1([NH:37][CH2:38][CH2:39][OH:40])[n:13][c:14]([O:31][CH2:32][C:33]([F:34])([F:35])[F:36])[c:15]([C:29]#[N:30])[c:16]([N:18]2[CH2:19][CH2:20][c:21]3[c:22]([cH:25][cH:26][cH:27][cH:28]3)[CH2:23][CH2:24]2)[n:17]1. Product: O=Cc1ccc(N2CCCC2)c(-c2cccs2)c1. Reaction SMILES: [CH2:15]1[CH2:16][CH2:17][NH:18][CH2:19]1.[CH3:27][N:28]([CH3:29])[CH:30]=[O:31].[F:1][c:2]1[c:3](-[c:10]2[s:11][cH:12][cH:13][cH:14]2)[cH:4][c:5]([CH:6]=[O:7])[cH:8][cH:9]1.[K+:20].[K+:21].[O-:22][C:23]([O-:24])=[O:25].[OH2:26]>>[c:2]1([N:18]2[CH2:17][CH2:16][CH2:15][CH2:19]2)[c:3](-[c:10]2[s:11][cH:12][cH:13][cH:14]2)[cH:4][c:5]([CH:6]=[O:7])[cH:8][cH:9]1. Reactants: C1CCNC1, CN(C)C=O, O=Cc1ccc(F)c(-c2cccs2)c1, [K+], [K+], O=C([O-])[O-], O. The reactants are COC(=O)C=1N=C(OC1)C1=CC(=CC=C1)C=1CC(NC2=C(N1)C=CC(=C2)N2C=CC=C2)=O (2-[3-(4-oxo-7-pyrrol-1-yl-4,5-dihydro-3H-benzo[b][1,4]diazepin-2-yl)-phenyl]-oxazole-4-carboxylic acid methyl ester), CO (MeOH), [BH4-].[Li+] (lithium borohydride). Solvent: C1CCOC1 (THF). Run at temperature 40 celsius, time 1 hour. Yields the product OCC=1N=C(OC1)C=1C=C(C=CC1)C1=NC2=C(NC(C1)=O)C=C(C=C2)N2C=CC=C2 (4-[3-(4-Hydroxymethyl-oxazol-2-yl)-phenyl]-8-pyrrol-1-yl-1,3-dihydro-benzo[b][1,4]diazepin-2-one). The yield is 30.1%. As a reaction SMILES: C[O:2][C:3]([C:5]1[N:6]=[C:7]([C:10]2[CH:15]=[CH:14][CH:13]=[C:12]([C:16]3[CH2:17][C:18](=[O:32])[NH:19][C:20]4[CH:26]=[C:25]([N:27]5[CH:31]=[CH:30][CH:29]=[CH:28]5)[CH:24]=[CH:23][C:21]=4[N:22]=3)[CH:11]=2)[O:8][CH:9]=1)=O.CO.[BH4-].[Li+]>C1COCC1>[OH:2][CH2:3][C:5]1[N:6]=[C:7]([C:10]2[CH:11]=[C:12]([C:16]3[CH2:17][C:18](=[O:32])[NH:19][C:20]4[CH:26]=[C:25]([N:27]5[CH:28]=[CH:29][CH:30]=[CH:31]5)[CH:24]=[CH:23][C:21]=4[N:22]=3)[CH:13]=[CH:14][CH:15]=2)[O:8][CH:9]=1 |f:2.3|. Procedure: To a solution of 2-[3-(4-oxo-7-pyrrol-1-yl-4,5-dihydro-3H-benzo[b][1,4]diazepin-2-yl)-phenyl]-oxazole-4-carboxylic acid methyl ester (Example 25) (88 mg, 0.2 mmol) in THF (1.5 mL) were added successively MeOH (0.012 mL) and lithium borohydride (6.5 mg, 0.3 mmol). The mixture was stirred at 40° C. for 1 h and then partitioned between EtOAc and 1N HCl. The organic layer was washed with brine, dried and evaporated in vacuum. The residue was chromatographed on silica gel using EtOAc/hexane (1:2) as ... Starting materials: C(C1=CC=CC=C1)ON1C([C@@H](C[C@@H]1C(C)C)N(S(=O)(=O)C1=CC=C(C=C1)C1=CC=C(C=C1)C(F)(F)F)CCC)=O (N-[(3R,5R)-1-(Benzyloxy)-5-isopropyl-2-oxopyrrolidinyl]-N-propyl-4′-(trifluoromethyl)[1,1′-biphenyl]-4-sulfonamide). Reagents/catalysts: [Pd].[O-]S(=O)(=O)[O-].[Ba+2] (Pd BaSO4). The solvent is CO (methanol). Yields the product ON1C([C@@H](C[C@@H]1C(C)C)N(S(=O)(=O)C1=CC=C(C=C1)C1=CC=C(C=C1)C(F)(F)F)CCC)=O (N-[(3R,5R)-1-(Hydroxy)-5-isopropyl-2-oxopyrrolidinyl]-N-propyl-4′-(trifluoromethyl)[1,1′-biphenyl]-4-sulfonamide). The yield is 95.3%. As a reaction SMILES: C([O:8][N:9]1[C@@H:13]([CH:14]([CH3:16])[CH3:15])[CH2:12][C@@H:11]([N:17]([CH2:37][CH2:38][CH3:39])[S:18]([C:21]2[CH:26]=[CH:25][C:24]([C:27]3[CH:32]=[CH:31][C:30]([C:33]([F:36])([F:35])[F:34])=[CH:29][CH:28]=3)=[CH:23][CH:22]=2)(=[O:20])=[O:19])[C:10]1=[O:40])C1C=CC=CC=1>CO.[Pd].[O-]S([O-])(=O)=O.[Ba+2]>[OH:8][N:9]1[C@@H:13]([CH:14]([CH3:16])[CH3:15])[CH2:12][C@@H:11]([N:17]([CH2:37][CH2:38][CH3:39])[S:18]([C:21]2[CH:22]=[CH:23][C:24]([C:27]3[CH:32]=[CH:31][C:30]([C:33]([F:36])([F:34])[F:35])=[CH:29][CH:28]=3)=[CH:25][CH:26]=2)(=[O:20])=[O:19])[C:10]1=[O:40] |f:2.3.4|. Reported procedure: N-[(3R,5R)-1-(Benzyloxy)-5-isopropyl-2-oxopyrrolidinyl]-N-propyl-4′-(trifluoromethyl)[1,1′-biphenyl]-4-sulfonamide (0.015 g, 0.026 mmoles, Example 28b) in 5.0 mL methanol was hydrogenated on 5% Pd/BaSO4 (0.005 g) at 1 atm H2 and 22° C. After 6 hours the solution was filtered through Celite and concentrated by rotary evaporation to afford 0.012 g (95% yield) of the title compound as a white solid. LC-MS (APCI) m/z 485 (M+1). 1H NMR (CD3OD) δ 8.07 (d, J=8 Hz, 2H), 7.89 (d, J=6 Hz, 2H), 7.87 (d, J=...